This data is from the Open Reaction Database (ORD), a public repository of structured organic reaction records. The task is: describe an organic reaction: reactants, conditions, products, and yield Reactants: NCC1=NC=CC=C1 (2-(aminomethyl)pyridine), O=C1C=2N=CN(C2N=CN1)CCC(=O)OCC (3-(1,6-dihydro-6-oxo-9H-purin-9-yl)propionic acid, ethyl ester). Run in C(C)#N (acetonitrile). Reaction conditions: temperature 110 celsius, time 90 minute. Product: O=C1C=2N=CN(C2N=CN1)CCC(=O)NCC1=NC=CC=C1 (3-(1,6-dihydro-6-oxo-9H-purin-9-yl)-N-[(2-pyridinyl)methyl]propanamide). Isolated yield 84.4%. Reaction SMILES: [NH2:1][CH2:2][C:3]1[CH:8]=[CH:7][CH:6]=[CH:5][N:4]=1.[O:9]=[C:10]1[NH:18][CH:17]=[N:16][C:15]2[N:14]([CH2:19][CH2:20][C:21](OCC)=[O:22])[CH:13]=[N:12][C:11]1=2>C(#N)C>[O:9]=[C:10]1[NH:18][CH:17]=[N:16][C:15]2[N:14]([CH2:19][CH2:20][C:21]([NH:1][CH2:2][C:3]3[CH:8]=[CH:7][CH:6]=[CH:5][N:4]=3)=[O:22])[CH:13]=[N:12][C:11]1=2. Procedure details: 0.500 g (4.62 mmol) of 2-(aminomethyl)pyridine and 0.250 g (1.06 mmol) of 3-(1,6-dihydro-6-oxo-9H-purin-9-yl)propionic acid, ethyl ester (AIT-0027) were heated together with stirring in a 10 ml round bottom flask at 110° C. for 90 minutes. The solution solidified and was cooled to room temperature. 10 ml of acetonitrile was added and the solid was broken up with a spatula until a fine white precipitate was formed. The solid was collected by Buchner vacuum filtration and the solid was washed with... The reactants are B, O=C(O)c1cnc(Cl)c(Br)c1, C1CCOC1, Cl. Product: OCc1cnc(Cl)c(Br)c1. Reaction SMILES: [BH3:12].[Br:1][c:2]1[c:3]([Cl:11])[n:4][cH:5][c:6]([C:7](=[O:8])[OH:9])[cH:10]1.[CH2:14]1[O:15][CH2:16][CH2:17][CH2:18]1.[ClH:13]>>[Br:1][c:2]1[c:3]([Cl:11])[n:4][cH:5][c:6]([CH2:7][OH:8])[cH:10]1. Yields the product CC(c1ccccc1)N1CC(CC=O)(C(=O)OC(C)(C)C)C(COCc2ccccc2)C1=O. Reactants: C=CCC1(C(=O)OC(C)(C)C)CN(C(C)c2ccccc2)C(=O)C1COCc1ccccc1, CSC, CO, O. Reaction SMILES: [C:1]([CH3:2])([CH3:3])([CH3:4])[O:5][C:6](=[O:7])[C:8]1([CH2:31][CH:32]=[CH2:33])[CH2:9][N:10]([CH:23]([CH3:24])[c:25]2[cH:26][cH:27][cH:28][cH:29][cH:30]2)[C:11](=[O:22])[CH:12]1[CH2:13][O:14][CH2:15][c:16]1[cH:17][cH:18][cH:19][cH:20][cH:21]1.[CH3:35][S:36][CH3:37].[CH3:38][OH:39].[O:34]>>[C:1]([CH3:2])([CH3:3])([CH3:4])[O:5][C:6](=[O:7])[C:8]1([CH2:31][CH:32]=[O:39])[CH2:9][N:10]([CH:23]([CH3:24])[c:25]2[cH:26][cH:27][cH:28][cH:29][cH:30]2)[C:11](=[O:22])[CH:12]1[CH2:13][O:14][CH2:15][c:16]1[cH:17][cH:18][cH:19][cH:20][cH:21]1. As a reaction SMILES: [CH:1]1[CH:2]=[CH:3][C:4]([NH:11][C:12]2[C:13]([Cl:19])=[CH:14][CH:15]=[CH:16][C:17]=2[Cl:18])=[C:5]([CH2:7][C:8]([OH:10])=[O:9])[CH:6]=1.C([NH2+]CC)C.CC1C(C)=C(OC(CCC(O)=O)=O)C(C)=C2CC[C@](CCC[C@@H](CCC[C@@H](CCCC(C)C)C)C)(C)OC=12.C(N(CC([O-])=O)CC(O)=O)CN(CC([O-])=O)CC(O)=O.[Na+].[Na+].CCCCCCCC/C=C\CCCCCCCCOCCO>OCC(CO)O>[CH:1]1[CH:2]=[CH:3][C:4]([NH:11][C:12]2[C:17]([Cl:18])=[CH:16][CH:15]=[CH:14][C:13]=2[Cl:19])=[C:5]([CH2:7][C:8]([OH:10])=[O:9])[CH:6]=1 |f:0.1,3.4.5|. The solvent is OCC(O)CO (glycerol). Procedure: A diclofenac submicron cream was prepared as follows: Oil phase--diclofenac diethylammonium 12.2 g, MCT oil 170 g, LIPOID E-80 30 g, α-tocopherol succinate 0.4 g; Aqueous phase--EDTA disodium salt 1 g, EMULFOR EL-620 25 g, glycerol 17.5 g, preservatives (methyl and propyl parabens) 0.5 g, reverse osmosis purified water to 1000 g. The product is C=1C=CC(=C(C1)CC(=O)O)NC=2C(=CC=CC2Cl)Cl (diclofenac). The reactants are CCCCCCCC/C=C\CCCCCCCCOCCO (EL-620), C=1C=CC(=C(C1)CC(=O)O)NC=2C(=CC=CC2Cl)Cl.C(C)[NH2+]CC (diclofenac diethylammonium), C(CN(CC(=O)O)CC(=O)[O-])N(CC(=O)O)CC(=O)[O-].[Na+].[Na+] (EDTA disodium salt), oil, CC1=C2C(=C(C(=C1C)OC(=O)CCC(=O)O)C)CC[C@@](O2)(C)CCC[C@H](C)CCC[C@H](C)CCCC(C)C (α-tocopherol succinate), methyl and propyl parabens. Reactants: COC=1C=C(C=CC1OC)[C@@H]1CN(CC[C@@H]1NC(C1=CC(=C(C=C1)C)C)=O)C (cis-3-(3,4-Dimethoxyphenyl)-1-methyl-4-(3,4-dimethylbenzoylamino)-piperidine), C(\C=C/C(=O)O)(=O)O (bis-hydrogen maleate). Yields the product COC=1C(=CC2=C(C(=N[C@H]3CCN(C[C@@H]23)C)C2=CC(=C(C=C2)C)C)C1)OC (cis-8,9-Dimethoxy-2-methyl-6-(3,4-dimethylphenyl)-1,2,3,4,4a,10b-hexahydro-benzo[c][1,6]naphthyridine). As a reaction SMILES: [CH3:1][O:2][C:3]1[CH:4]=[C:5]([C@H:11]2[C@@H:16]([NH:17][C:18](=O)[C:19]3[CH:24]=[CH:23][C:22]([CH3:25])=[C:21]([CH3:26])[CH:20]=3)[CH2:15][CH2:14][N:13]([CH3:28])[CH2:12]2)[CH:6]=[CH:7][C:8]=1[O:9][CH3:10].C(O)(=O)/C=C\C(O)=O>>[CH3:10][O:9][C:8]1[C:3]([O:2][CH3:1])=[CH:4][C:5]2[C@H:11]3[C@H:16]([CH2:15][CH2:14][N:13]([CH3:28])[CH2:12]3)[N:17]=[C:18]([C:19]3[CH:24]=[CH:23][C:22]([CH3:25])=[C:21]([CH3:26])[CH:20]=3)[C:6]=2[CH:7]=1. Reported procedure: cis-3-(3,4-Dimethoxyphenyl)-1-methyl-4-(3,4-dimethylbenzoylamino)-piperidine is cyclized in analogy to the process described in Example 1 b). The bis-hydrogen maleate of the title compound has a M.P. of 182°-184° (from ethanol). Reactants: S(=O)(=O)(OCCN(C)C)C1=CC=C(C)C=C1 (2-dimethylaminoethyl tosylate), C(CCC)[Li] (n-butyllithium), CCCCCC (hexane), C1(CCCCC1)C1(C=CC=C1)C1CCCCC1 (di(cyclohexyl)cyclopentadiene). Solvent: O1CCCC1 (tetrahydrofuran), O (water). Reaction conditions: time 24 hour. The product is CN(C)CCC1=CC=CC1(C1CCCCC1)C1CCCCC1 ((dimethylaminoethyl)dicyclohexylcyclopentadiene). Reaction SMILES: C([Li])CCC.CCCCCC.[CH:12]1([C:18]2([CH:23]3[CH2:28][CH2:27][CH2:26][CH2:25][CH2:24]3)[CH:22]=[CH:21][CH:20]=[CH:19]2)[CH2:17][CH2:16][CH2:15][CH2:14][CH2:13]1.S(C1C=CC(C)=CC=1)(O[CH2:33][CH2:34][N:35]([CH3:37])[CH3:36])(=O)=O>O1CCCC1.O>[CH3:36][N:35]([CH2:34][CH2:33][C:19]1[C:18]([CH:12]2[CH2:13][CH2:14][CH2:15][CH2:16][CH2:17]2)([CH:23]2[CH2:24][CH2:25][CH2:26][CH2:27][CH2:28]2)[CH:22]=[CH:21][CH:20]=1)[CH3:37]. Procedure: Under a nitrogen atmosphere, a solution of n-butyllithium in hexane (18.7 mL; 1.6 mol/L; 30 mmol) was added dropwise to a cooled (0° C.) solution of dicyclohexyl-cyclopentadiene (Example IV) (6.90 g; 30.0 mmol) in dry tetrahydrofuran (125 ml) in a 250 mL three-necked round-bottomed flask provided with a magnetic stirrer and a dropping funnel. After 24 hours of stirring at room temperature, 30.0 mmol of 2-dimethylaminoethyl tosylate prepared in situ were added. After 18 hours of stirring, the con... Starting materials: [Al+3], CC(=O)O, CC(=O)O, [Cl-], [Cl-], [Cl-], Clc1ccccc1, Cl, Cc1cc(O)cc(O)c1. Product: CC(=O)c1c(O)cc(C)cc1O. RXN SMILES: [Al+3:2].[C:5]([CH3:6])(=[O:7])[OH:8].[C:9]([OH:10])(=[O:11])[CH3:12].[Cl-:1].[Cl-:3].[Cl-:4].[Cl:23][c:24]1[cH:25][cH:26][cH:27][cH:28][cH:29]1.[ClH:22].[c:13]1([OH:21])[cH:14][c:15]([OH:16])[cH:17][c:18]([CH3:19])[cH:20]1>>[C:5]([CH3:6])(=[O:8])[c:14]1[c:13]([OH:21])[cH:20][c:18]([CH3:19])[cH:17][c:15]1[OH:16]. Starting materials: [Li+].C[Si](C)(C)[N-][Si](C)(C)C (LiHMDS), CC1=NC=NC=C1 (4-methylpyrimidine), C(C)OC(OCC)=O (diethylcarbonate). Run at temperature -70 celsius, time 5 minute. The product is N1=CN=C(C=C1)CC(=O)OCC (ethyl 2-(pyrimidin-4-yl)acetate). Isolated yield 78.1%. Reaction SMILES: [Li+].C[Si]([N-][Si](C)(C)C)(C)C.[CH3:11][C:12]1[CH:17]=[CH:16][N:15]=[CH:14][N:13]=1.[CH2:18]([O:20][C:21](=O)[O:22]CC)[CH3:19]>>[N:15]1[CH:16]=[CH:17][C:12]([CH2:11][C:21]([O:20][CH2:18][CH3:19])=[O:22])=[N:13][CH:14]=1 |f:0.1|. Reported procedure: To a flask containing LiHMDS (32 mL, 31.89 mmol, 1.0 M in THF) at −70° C., was slowly added 4-methylpyrimidine (1.0 g, 10.63 mmol). After 5 min of stirring at −70° C., diethylcarbonate (1.93 mL, 15.95 mmol) was added, the reaction was slowly warmed to room temperature and stirred for 4 days. The reaction mixture was quenched by addition of 1 N HCl, neutralized with saturated aqueous NaHCO3 and extracted with EtOAc (3×). The combined organics were dried over Na2SO4, filtered, concentrated under r... Reactants: mixture, CO (methanol), CC1(NC(CC1)(C)C)C (2,2,5,5-tetramethylpyrrolidine), O1C(COC2=CC3=C(C(C4=C2SC=C4)=O)C=CC=C3)C1 (10-(2,3-epoxypropoxy)-4H-benzo[4,5]cyclohepta[1,2-b]thiophen-4-one), ClCC(COC1=CC2=C(C(C3=C1SC=C3)=O)C=CC=C2)O (10-(3-chloro-2-hydroxypropoxy)-4H-benzo[4,5]cyclohepta[1,2-b]thiophen-4-one). The product is OC(COC1=CC2=C(C(C3=C1SC=C3)=O)C=CC=C2)CN2C(CCC2(C)C)(C)C (10-[2-Hydroxy-3-(2,2,5,5-tetramethyl-1-pyrrolidinyl)-propoxy]-4H-benzo[4,5]cyclohepta[1,2-b]thiophen-4-one). RXN SMILES: [O:1]1[CH2:20][CH:2]1[CH2:3][O:4][C:5]1[C:11]2[S:12][CH:13]=[CH:14][C:10]=2[C:9](=[O:15])[C:8]2[CH:16]=[CH:17][CH:18]=[CH:19][C:7]=2[CH:6]=1.ClCC(O)COC1C2SC=CC=2C(=O)C2C=CC=CC=2C=1.CO.[CH3:44][C:45]1([CH3:52])[CH2:49][CH2:48][C:47]([CH3:51])([CH3:50])[NH:46]1>>[OH:1][CH:2]([CH2:20][N:46]1[C:47]([CH3:51])([CH3:50])[CH2:48][CH2:49][C:45]1([CH3:52])[CH3:44])[CH2:3][O:4][C:5]1[C:11]2[S:12][CH:13]=[CH:14][C:10]=2[C:9](=[O:15])[C:8]2[CH:16]=[CH:17][CH:18]=[CH:19][C:7]=2[CH:6]=1. Procedure: 20.0 g of a mixture of 10-(2,3-epoxypropoxy)-4H-benzo[4,5]cyclohepta[1,2-b]thiophen-4-one and 10-(3-chloro-2-hydroxypropoxy)-4H-benzo[4,5]cyclohepta[1,2-b]thiophen-4-one are boiled at reflux in 65 ml of 2,2,5,5-tetramethylpyrrolidine and 200 ml of methanol for 5 hours. The reaction mixture is evaporated to dryness and the residue is taken up in 600 ml of chloroform and 150 ml of 3N caustic soda solution. The organic solution is separated and is washed thrice with 3N caustic soda solution. After ... Starting materials: C(=O)(OC(C)(C)C)N1CCC(CC1)=O (N-Boc-piperid-4-one), ClC1=CC=C(C=C1)CCN (2-(4-chlorophenyl)ethylamine), C(=O)C1=CC=C(C(=O)OC)C=C1 (methyl 4-formylbenzoate). Product: ClC1=CC=C(CCN(C2CCN(CC2)C(=O)OC(C)(C)C)CC2=CC=C(C=C2)C(=O)OC)C=C1 (tert-Butyl 4-((4-chlorophenethyl)(4-(methoxycarbonyl)benzyl)amino)piperidine-1-carboxylate). Reaction SMILES: [C:1]([N:8]1[CH2:13][CH2:12][C:11](=O)[CH2:10][CH2:9]1)([O:3][C:4]([CH3:7])([CH3:6])[CH3:5])=[O:2].[Cl:15][C:16]1[CH:21]=[CH:20][C:19]([CH2:22][CH2:23][NH2:24])=[CH:18][CH:17]=1.[CH:25]([C:27]1[CH:36]=[CH:35][C:30]([C:31]([O:33][CH3:34])=[O:32])=[CH:29][CH:28]=1)=O>>[Cl:15][C:16]1[CH:21]=[CH:20][C:19]([CH2:22][CH2:23][N:24]([CH2:25][C:27]2[CH:28]=[CH:29][C:30]([C:31]([O:33][CH3:34])=[O:32])=[CH:35][CH:36]=2)[CH:11]2[CH2:12][CH2:13][N:8]([C:1]([O:3][C:4]([CH3:7])([CH3:6])[CH3:5])=[O:2])[CH2:9][CH2:10]2)=[CH:18][CH:17]=1. Procedure details: The title compound was prepared according to Procedure 1B starting from N-Boc-piperid-4-one, 2-(4-chlorophenyl)ethylamine, and methyl 4-formylbenzoate.